From a dataset of the Open Reaction Database (ORD), a public repository of structured organic reaction records. describe an organic reaction: reactants, conditions, products, and yield The reactants are CCN(C(C)C)C(C)C, COC(=O)Cl, ClCCl, Nc1ccc(F)c([N+](=O)[O-])c1. Product: COC(=O)Nc1ccc(F)c([N+](=O)[O-])c1. Reaction SMILES: [CH:17]([N:18]([CH2:19][CH3:20])[CH:21]([CH3:22])[CH3:23])([CH3:24])[CH3:25].[Cl:1][C:2](=[O:3])[O:4][CH3:5].[Cl:26][CH2:27][Cl:28].[F:6][c:7]1[c:8]([N+:14](=[O:15])[O-:16])[cH:9][c:10]([NH2:11])[cH:12][cH:13]1>>[C:2](=[O:3])([O:4][CH3:5])[NH:11][c:10]1[cH:9][c:8]([N+:14](=[O:15])[O-:16])[c:7]([F:6])[cH:13][cH:12]1. The reactants are O=C(Cl)C(=O)Cl, O=C(O)c1cc(C(F)(F)F)cnc1Cl, ClCCl, CN(C)C=O. Yields the product O=C(Cl)c1cc(C(F)(F)F)cnc1Cl. Reaction SMILES: [Cl:15][C:16]([C:17]([Cl:18])=[O:19])=[O:20].[Cl:1][c:2]1[c:3]([C:4](=[O:5])[OH:6])[cH:7][c:8]([C:11]([F:12])([F:13])[F:14])[cH:9][n:10]1.[Cl:26][CH2:27][Cl:28].[O:21]=[CH:22][N:23]([CH3:24])[CH3:25]>>[Cl:1][c:2]1[c:3]([C:4](=[O:5])[Cl:15])[cH:7][c:8]([C:11]([F:12])([F:13])[F:14])[cH:9][n:10]1. Reactants: COc1cc(Cn2cnc3c(Br)nc(N)nc32)c(Br)c(OC)c1OC, CCS, C1CCOC1, [K+], [K+], O=C([O-])[O-]. Yields the product CCSc1nc(N)nc2c1ncn2Cc1cc(OC)c(OC)c(OC)c1Br. Reaction SMILES: [Br:1][c:2]1[c:3]2[n:4][cH:5][n:6]([CH2:12][c:13]3[c:14]([Br:25])[c:15]([O:23][CH3:24])[c:16]([O:21][CH3:22])[c:17]([O:19][CH3:20])[cH:18]3)[c:7]2[n:8][c:9]([NH2:11])[n:10]1.[CH2:26]([CH3:27])[SH:28].[CH2:35]1[O:36][CH2:37][CH2:38][CH2:39]1.[K+:29].[K+:30].[O-:31][C:32]([O-:33])=[O:34]>>[c:2]1([S:28][CH2:26][CH3:27])[c:3]2[n:4][cH:5][n:6]([CH2:12][c:13]3[c:14]([Br:25])[c:15]([O:23][CH3:24])[c:16]([O:21][CH3:22])[c:17]([O:19][CH3:20])[cH:18]3)[c:7]2[n:8][c:9]([NH2:11])[n:10]1.